This data is from the Open Reaction Database (ORD), a public repository of structured organic reaction records. The task is: describe an organic reaction: reactants, conditions, products, and yield Reactants: CO, Cl, CN(c1cc(NC2CCc3ccccc32)ncn1)C1CC(COS(N)(=O)=O)C2OC(C)(C)OC21. Yields the product CN(c1cc(NC2CCc3ccccc32)ncn1)C1CC(COS(N)(=O)=O)C(O)C1O. As a reaction SMILES: [CH3:36][OH:37].[ClH:35].[S:1]([NH2:2])([O:3][CH2:4][CH:5]1[CH2:6][CH:7]([N:15]([CH3:16])[c:17]2[n:18][cH:19][n:20][c:21]([NH:23][CH:24]3[CH2:25][CH2:26][c:27]4[cH:28][cH:29][cH:30][cH:31][c:32]43)[cH:22]2)[CH:8]2[O:9][C:10]([CH3:13])([CH3:14])[O:11][CH:12]12)(=[O:33])=[O:34]>>[S:1]([NH2:2])([O:3][CH2:4][CH:5]1[CH2:6][CH:7]([N:15]([CH3:16])[c:17]2[n:18][cH:19][n:20][c:21]([NH:23][CH:24]3[CH2:25][CH2:26][c:27]4[cH:28][cH:29][cH:30][cH:31][c:32]43)[cH:22]2)[CH:8]([OH:9])[CH:12]1[OH:11])(=[O:33])=[O:34]. The reactants are C(#N)C1=CC=C(C=C1)C1(NC(N(C1=O)C1=CC(=C(C#N)C=C1)C(F)(F)F)=O)COCC=C (4-[4-(4-cyanophenyl)-2,5-dioxo-4-[(2-propenyloxy)methyl]imidazolidin-1-yl]-2-trifluoromethylbenzonitrile), C([O-])([O-])=O.[K+].[K+] (potassium carbonate), CI (methyliodide). Solvent: CN(C)C=O (DMF). Conditions: time 3 hour. Product: C(#N)C1=CC=C(C=C1)C1(N(C(N(C1=O)C1=CC(=C(C#N)C=C1)C(F)(F)F)=O)C)COCC=C (4-[4-(4-Cyanophenyl)-2,5-dioxo-3-methyl-4-[(2-propenyloxy)methyl]imidazolidin-1-yl]-2-trifluoromethylbenzonitrile). As a reaction SMILES: [C:1]([C:3]1[CH:8]=[CH:7][C:6]([C:9]2([CH2:28][O:29][CH2:30][CH:31]=[CH2:32])[C:13](=[O:14])[N:12]([C:15]3[CH:22]=[CH:21][C:18]([C:19]#[N:20])=[C:17]([C:23]([F:26])([F:25])[F:24])[CH:16]=3)[C:11](=[O:27])[NH:10]2)=[CH:5][CH:4]=1)#[N:2].[C:33](=O)([O-])[O-].[K+].[K+].CI>CN(C=O)C>[C:1]([C:3]1[CH:8]=[CH:7][C:6]([C:9]2([CH2:28][O:29][CH2:30][CH:31]=[CH2:32])[C:13](=[O:14])[N:12]([C:15]3[CH:22]=[CH:21][C:18]([C:19]#[N:20])=[C:17]([C:23]([F:26])([F:24])[F:25])[CH:16]=3)[C:11](=[O:27])[N:10]2[CH3:33])=[CH:5][CH:4]=1)#[N:2] |f:1.2.3|. Procedure: To a solution of 459 mg of 4-[4-(4-cyanophenyl)-2,5-dioxo-4-[(2-propenyloxy)methyl]imidazolidin-1-yl]-2-trifluoromethylbenzonitrile obtained in Step 4 in DMF (1.5 mL), 173 mg of potassium carbonate and 130 μL of methyliodide are added. The mixture is stirred 3 hours at rt, evaporated, washed with brine, extracted with ethyl acetate, dried over magnesium sulfate and concentrated to give the desired compound.